This data is from the Open Reaction Database (ORD), a public repository of structured organic reaction records. The task is: describe an organic reaction: reactants, conditions, products, and yield Reactants: CC(=O)OCC1OC(OC(C)=O)C(N=C=S)C(OC(C)=O)C1OC(C)=O, CCNC, ClCCl. Reaction SMILES: [C:1]([CH3:2])(=[O:3])[O:4][CH:5]1[O:6][CH:7]([CH2:22][O:23][C:24]([CH3:25])=[O:26])[CH:8]([O:18][C:19]([CH3:20])=[O:21])[CH:9]([O:14][C:15]([CH3:16])=[O:17])[CH:10]1[N:11]=[C:12]=[S:13].[CH2:27]([CH3:28])[NH:29][CH3:30].[Cl:31][CH2:32][Cl:33]>>[C:1]([CH3:2])(=[O:3])[O:4][CH:5]1[O:6][CH:7]([CH2:22][O:23][C:24]([CH3:25])=[O:26])[CH:8]([O:18][C:19]([CH3:20])=[O:21])[CH:9]([O:14][C:15]([CH3:16])=[O:17])[CH:10]1[NH:11][C:12](=[S:13])[N:29]([CH2:27][CH3:28])[CH3:30]. Yields the product CCN(C)C(=S)NC1C(OC(C)=O)OC(COC(C)=O)C(OC(C)=O)C1OC(C)=O. The reactants are CC1(OC2=C(C1)C=CC=C2CC2CCC1(OCCO1)CC2)C (8-(2,3-dihydro-2,2-dimethylbenzofuran-7-ylmethyl)-1,4-dioxaspiro[4.5]decane), O (water). Solvent: C(C)(=O)O (acetic acid). Yields the product CC1(OC2=C(C1)C=CC=C2CC2CCC(CC2)=O)C (4-(2,3-dihydro-2,2-dimethylbenzofuran-7-ylmethyl)cyclohexanone). RXN SMILES: [CH3:1][C:2]1([CH3:22])[CH2:6][C:5]2[CH:7]=[CH:8][CH:9]=[C:10]([CH2:11][CH:12]3[CH2:21][CH2:20][C:15]4(OCC[O:16]4)[CH2:14][CH2:13]3)[C:4]=2[O:3]1.O>C(O)(=O)C>[CH3:1][C:2]1([CH3:22])[CH2:6][C:5]2[CH:7]=[CH:8][CH:9]=[C:10]([CH2:11][CH:12]3[CH2:21][CH2:20][C:15](=[O:16])[CH2:14][CH2:13]3)[C:4]=2[O:3]1. Reported procedure: This compound is prepared in a manner analogous to that of Step D of Example 2, using 5.4 grams (0.01 8 mole) of 8-(2,3-dihydro-2,2-dimethylbenzofuran-7-ylmethyl)-1,4-dioxaspiro[4.5]decane and 25 mL of water in 100 mL of acetic acid, yielding 4-(2,3-dihydro-2,2-dimethylbenzofuran-7-ylmethyl)cyclohexanone. The reactants are C(C1=CC=CC=C1)OC(=O)C1=NN(C2=CC=CC=C12)CC1=CC=CC=C1 (1-Benzyl-1H-indazole-3-carboxylic acid benzyl ester), Intermediate 14, solution, CC(C)C[AlH]CC(C)C (DIBAL-H). The solvent is ClCCl (dichloromethane), CCCCCC (hexane). The product is C(C1=CC=CC=C1)N1N=C(C2=CC=CC=C12)CO ((1-Benzyl-1H-indazol-3-yl) methanol). The yield is 87.4%. RXN SMILES: C([O:8][C:9]([C:11]1[C:19]2[C:14](=[CH:15][CH:16]=[CH:17][CH:18]=2)[N:13]([CH2:20][C:21]2[CH:26]=[CH:25][CH:24]=[CH:23][CH:22]=2)[N:12]=1)=O)C1C=CC=CC=1.CC(C[AlH]CC(C)C)C>ClCCl.CCCCCC>[CH2:20]([N:13]1[C:14]2[C:19](=[CH:18][CH:17]=[CH:16][CH:15]=2)[C:11]([CH2:9][OH:8])=[N:12]1)[C:21]1[CH:22]=[CH:23][CH:24]=[CH:25][CH:26]=1. Procedure: To a stirring solution of 735 mg (2.15 mmol) of 1-Benzyl-1H-indazole-3-carboxylic acid benzyl ester, prepared as in Intermediate 14, in 15 mL dichloromethane at -78° C. is added dropwise over 5 min a solution of 5.4 mL (5.4 mmol, 2.5 equiv) of a 1.0M solution of DIBAL-H in hexane. The resulting solution is allowed to slowly warm to RT over a 4 h period then quenched by careful addition of 5 mL of H2O. The reaction mixture is poured into 100 mL of EtOAc and extracted with 1N HCl (1×100 mL), dried... Reactants: COC(N[C@@H]1CN(C[C@H]1C1=CC=C(C=C1)Cl)CC1=CC=CC=C1)=O ([(3S,4R)-1-benzyl-4-(4-chloro-phenyl)-pyrrolidin-3-yl]-carbamic acid methyl ester). Solvent: O1CCCC1 (tetrahydrofurane). Conditions: temperature 60 celsius, time 19 hour. Product: C(C1=CC=CC=C1)N1C[C@H]([C@@H](C1)C1=CC=C(C=C1)Cl)NC ([(3S,4R)-1-Benzyl-4-(4-chloro-phenyl)-pyrrolidin-3-yl]-methyl-amine). Yield: 80.0%. Reaction SMILES: CO[C:3](=O)[NH:4][C@H:5]1[C@H:9]([C:10]2[CH:15]=[CH:14][C:13]([Cl:16])=[CH:12][CH:11]=2)[CH2:8][N:7]([CH2:17][C:18]2[CH:23]=[CH:22][CH:21]=[CH:20][CH:19]=2)[CH2:6]1>O1CCCC1>[CH2:17]([N:7]1[CH2:8][C@@H:9]([C:10]2[CH:11]=[CH:12][C:13]([Cl:16])=[CH:14][CH:15]=2)[C@H:5]([NH:4][CH3:3])[CH2:6]1)[C:18]1[CH:19]=[CH:20][CH:21]=[CH:22][CH:23]=1. Procedure details: To a suspension of [(3S,4R)-1-benzyl-4-(4-chloro-phenyl)-pyrrolidin-3-yl]-carbamic acid methyl ester (49.22 g, 142.7 mmol) in THF (520 mL) borane-tetrahydrofurane complex solution (1 M in tetrahydrofurane, 571 mL, 571 mmol) was added slowly over a period of 25 min. The reaction mixture was stirred for 19 h at 60° C. and then quenched with aqueous HCl (1N, 570 mL, dropwise over 60 min). The mixture was stirred for further 21 h at 60° C. After cooling to ambient temperature, tetrahydrofurane was d... Starting materials: CC(=O)O[BH-](OC(C)=O)OC(C)=O, CC1COCCN1, CCC(C=O)N1C(=O)C(C)(CC(=O)O)CC(c2cccc(Cl)c2)C1c1ccc(Cl)cc1, ClCCCl, [Na+]. Yields the product CCC(CN1CCOCC1C)N1C(=O)C(C)(CC(=O)O)CC(c2cccc(Cl)c2)C1c1ccc(Cl)cc1. As a reaction SMILES: [C:39]([O:40][BH-:41]([O:42][C:43](=[O:44])[CH3:45])[O:46][C:47](=[O:48])[CH3:49])(=[O:50])[CH3:51].[CH3:32][CH:33]1[CH2:34][O:35][CH2:36][CH2:37][NH:38]1.[Cl:1][c:2]1[cH:3][c:4]([CH:8]2[CH2:9][C:10]([CH3:27])([CH2:28][C:29](=[O:30])[OH:31])[C:11](=[O:26])[N:12]([CH:21]([CH:22]=[O:23])[CH2:24][CH3:25])[CH:13]2[c:14]2[cH:15][cH:16][c:17]([Cl:20])[cH:18][cH:19]2)[cH:5][cH:6][cH:7]1.[Cl:53][CH2:54][CH2:55][Cl:56].[Na+:52]>>[Cl:1][c:2]1[cH:3][c:4]([CH:8]2[CH2:9][C:10]([CH3:27])([CH2:28][C:29](=[O:30])[OH:31])[C:11](=[O:26])[N:12]([CH:21]([CH2:22][N:38]3[CH:33]([CH3:32])[CH2:34][O:35][CH2:36][CH2:37]3)[CH2:24][CH3:25])[CH:13]2[c:14]2[cH:15][cH:16][c:17]([Cl:20])[cH:18][cH:19]2)[cH:5][cH:6][cH:7]1. Reactants: N([C@H](CC(C)C)C(=O)N[C@@H](CC(C)C)C(=O)N[C@@H](CCCNC(NS(=O)(=O)C1=C(C)C=C(OC)C(C)=C1C)=N)C(=O)N1[C@H](C(=O)NCC)CCC1)C(=O)OC(C)(C)C (Boc-D-Leu-Leu-Arg(Mtr)-Pro-NHEt). Run in C(=O)O (formic acid). The product is N[C@H](CC(C)C)C(=O)N[C@@H](CC(C)C)C(=O)N[C@@H](CCCNC(NS(=O)(=O)C1=C(C)C=C(OC)C(C)=C1C)=N)C(=O)N1[C@H](C(=O)NCC)CCC1 (D-Leu-Leu-Arg(Mtr)-Pro-NHEt). As a reaction SMILES: [NH:1](C(OC(C)(C)C)=O)[C@@H:2]([C:7]([NH:9][C@H:10]([C:15]([NH:17][C@H:18]([C:40]([N:42]1[CH2:51][CH2:50][CH2:49][C@H:43]1[C:44]([NH:46][CH2:47][CH3:48])=[O:45])=[O:41])[CH2:19][CH2:20][CH2:21][NH:22][C:23](=[NH:39])[NH:24][S:25]([C:28]1[C:37]([CH3:38])=[C:35]([CH3:36])[C:32]([O:33][CH3:34])=[CH:31][C:29]=1[CH3:30])(=[O:27])=[O:26])=[O:16])[CH2:11][CH:12]([CH3:14])[CH3:13])=[O:8])[CH2:3][CH:4]([CH3:6])[CH3:5]>C(O)=O>[NH2:1][C@@H:2]([C:7]([NH:9][C@H:10]([C:15]([NH:17][C@H:18]([C:40]([N:42]1[CH2:51][CH2:50][CH2:49][C@H:43]1[C:44]([NH:46][CH2:47][CH3:48])=[O:45])=[O:41])[CH2:19][CH2:20][CH2:21][NH:22][C:23](=[NH:39])[NH:24][S:25]([C:28]1[C:37]([CH3:38])=[C:35]([CH3:36])[C:32]([O:33][CH3:34])=[CH:31][C:29]=1[CH3:30])(=[O:26])=[O:27])=[O:16])[CH2:11][CH:12]([CH3:14])[CH3:13])=[O:8])[CH2:3][CH:4]([CH3:5])[CH3:6]. Reported procedure: According to general procedure for BOC-cleavage, 500 mg crude Boc-D-Leu-Leu-Arg(Mtr)-Pro-NHEt was treated with 2 ml formic acid yielding 350 mg crude D-Leu-Leu-Arg (Mtr)-Pro-NHEt (yield based on HPLC: 80%).